This data is from the Open Reaction Database (ORD), a public repository of structured organic reaction records. The task is: describe an organic reaction: reactants, conditions, products, and yield Reactants: COC(=O)c1cc(Br)cc(NC2CCOCC2)c1C, CC(=O)O[BH-](OC(C)=O)OC(C)=O, O=C([O-])O, CC(=O)O, CC=O, CC(Cl)Cl, [Na+], [Na+]. Reaction SMILES: [Br:1][c:2]1[cH:3][c:4]([NH:13][CH:14]2[CH2:15][CH2:16][O:17][CH2:18][CH2:19]2)[c:5]([CH3:12])[c:6]([C:7](=[O:8])[O:9][CH3:10])[cH:11]1.[C:27]([O:28][BH-:29]([O:30][C:31](=[O:32])[CH3:33])[O:34][C:35](=[O:36])[CH3:37])(=[O:38])[CH3:39].[C:41](=[O:42])([OH:43])[O-:44].[CH3:23][C:24](=[O:25])[OH:26].[CH:20]([CH3:21])=[O:22].[Cl:46][CH:47]([Cl:48])[CH3:49].[Na+:40].[Na+:45]>>[Br:1][c:2]1[cH:3][c:4]([N:13]([CH:14]2[CH2:15][CH2:16][O:17][CH2:18][CH2:19]2)[CH2:20][CH3:21])[c:5]([CH3:12])[c:6]([C:7](=[O:8])[O:9][CH3:10])[cH:11]1. Product: CCN(c1cc(Br)cc(C(=O)OC)c1C)C1CCOCC1.